From a dataset of the Open Reaction Database (ORD), a public repository of structured organic reaction records. describe an organic reaction: reactants, conditions, products, and yield The reactants are NC1CN(CCC1)C/C=C/C=1C=2C3=C(C(NC2C=CC1O)=O)SC=C3 ((E)-9-[3-(3-aminopiperidin-1-yl)prop-1-enyl]-8-hydroxythieno[2,3-c]quinolin-4(5H)-one), C=O (formaldehyde), C(#N)[BH3-].[Na+] (sodium cyanoborohydride). The solvent is CO (methanol). Conditions: time 8 hour. The product is CN(C1CN(CCC1)C/C=C/C=1C=2C3=C(C(NC2C=CC1O)=O)SC=C3)C ((E)-9-{3-[3-(Dimethylamino)piperidin-1-yl]prop-1-enyl}-8-hydroxythieno[2,3-c]quinolin-4(5H)-one). The yield is 52.2%. RXN SMILES: N[CH:2]1[CH2:7][CH2:6][CH2:5][N:4]([CH2:8]/[CH:9]=[CH:10]/[C:11]2[C:12]3[C:13]4[CH:25]=[CH:24][S:23][C:14]=4[C:15](=[O:22])[NH:16][C:17]=3[CH:18]=[CH:19][C:20]=2[OH:21])[CH2:3]1.[CH2:26]=O.[C:28]([BH3-])#[N:29].[Na+]>CO>[CH3:26][N:29]([CH3:28])[CH:2]1[CH2:7][CH2:6][CH2:5][N:4]([CH2:8]/[CH:9]=[CH:10]/[C:11]2[C:12]3[C:13]4[CH:25]=[CH:24][S:23][C:14]=4[C:15](=[O:22])[NH:16][C:17]=3[CH:18]=[CH:19][C:20]=2[OH:21])[CH2:3]1 |f:2.3|. Reported procedure: A solution of (E)-9-[3-(3-aminopiperidin-1-yl)prop-1-enyl]-8-hydroxythieno[2,3-c]quinolin-4(5H)-one (60 mg, 0.15 mmol) and formaldehyde (37% in water, 13 mg, 0.44 mmol) in methanol (1 mL) was stirred at room temperature for 30 min followed by the addition of sodium cyanoborohydride (28 mg, 0.44 mmol). The reaction mixture was stirred at room temperature overnight, concentrated and partitioned between water and ethyl acetate. The layers were separated and the aqueous layer was extracted with meth... The reactants are BrCc1ccccc1, O=C([O-])[O-], CC#N, [K+], [K+], S=c1[nH]cc(CN2CCOCC2)s1. The product is c1ccc(CSc2ncc(CN3CCOCC3)s2)cc1. Reaction SMILES: [Br:20][CH2:21][c:22]1[cH:23][cH:24][cH:25][cH:26][cH:27]1.[C:14](=[O:15])([O-:16])[O-:17].[CH3:28][C:29]#[N:30].[K+:18].[K+:19].[O:1]1[CH2:2][CH2:3][N:4]([CH2:7][c:8]2[cH:9][nH:10][c:11](=[S:13])[s:12]2)[CH2:5][CH2:6]1>>[O:1]1[CH2:2][CH2:3][N:4]([CH2:7][c:8]2[cH:9][n:10][c:11]([S:13][CH2:21][c:22]3[cH:23][cH:24][cH:25][cH:26][cH:27]3)[s:12]2)[CH2:5][CH2:6]1.